describe an organic reaction: reactants, conditions, products, and yield From a dataset of the Open Reaction Database (ORD), a public repository of structured organic reaction records. Yields the product C(C)(C)(C)OC(=O)C1CC=2C(=CC=C3C=NN(C23)C[C@@H](C)O[Si](C)(C)C(C)(C)C)O1 (1-[(R)-2-(tert-Butyldimethylsilanyloxy)propyl]-7,8-dihydro-1H-furo[2,3-g]indazol-7-carboxylic Acid Tert-butyl Ester). Reaction SMILES: [C:1]([O:5][C:6](=[O:31])[CH2:7][O:8][C:9]1[C:17]([CH2:18]Cl)=[C:16]2[C:12]([CH:13]=[N:14][N:15]2[CH2:20][C@H:21]([O:23][Si:24]([C:27]([CH3:30])([CH3:29])[CH3:28])([CH3:26])[CH3:25])[CH3:22])=[CH:11][CH:10]=1)([CH3:4])([CH3:3])[CH3:2].[H-].[Na+].C(=O)(O)[O-].[Na+]>CN1CCCC1=O>[C:1]([O:5][C:6]([CH:7]1[O:8][C:9]2=[CH:10][CH:11]=[C:12]3[C:16]([N:15]([CH2:20][C@H:21]([O:23][Si:24]([C:27]([CH3:30])([CH3:29])[CH3:28])([CH3:26])[CH3:25])[CH3:22])[N:14]=[CH:13]3)=[C:17]2[CH2:18]1)=[O:31])([CH3:4])([CH3:3])[CH3:2] |f:1.2,3.4|. Yield: 18.0%. Procedure details: To a solution of the product from Step B (2.90 g, 6.18 mmol) in anhydrous 1-methyl-2-pyrrolidone (30 mL) was added sodium hydride (60%, 0.371 g, 9.27 mmol). The mixture was heated at 50° C. overnight and at ambient temperature for 2 days, cooled and poured into a saturated aqueous solution of sodium bicarbonate (100 mL) and extracted with ethyl acetate. Chromatography on silica (gradient, 2% to 25% ethyl acetate in hexane) gave an oil (0.48 g, 18%): LC/MS (+APCI) m/z 433(M+H). Run at temperature 50 celsius. The solvent is CN1C(CCC1)=O (1-methyl-2-pyrrolidone). The reactants are C(C)(C)(C)OC(COC1=CC=C2C=NN(C2=C1CCl)C[C@@H](C)O[Si](C)(C)C(C)(C)C)=O ([1-[(R)-2-(tert-Butyldimethylsilanyloxy)propyl]-7-chloromethyl-1H-indazol-6-yloxy]acetic Acid Tert-butyl Ester), [H-].[Na+] (sodium hydride), C([O-])(O)=O.[Na+] (sodium bicarbonate).